Dataset: the Open Reaction Database (ORD), a public repository of structured organic reaction records. Task: describe an organic reaction: reactants, conditions, products, and yield Reactants: [H][H] (hydrogen), NC1=C(C(=O)O)C=C(C=C1[N+](=O)[O-])F (2-amino-5-fluoro-3-nitrobenzoic acid). The reagents and catalysts are [Pd] (Pd/C). The solvent is CO (methanol). Yields the product NC1=C(C(=O)O)C=C(C=C1N)F (2,3-diamino-5-fluorobenzoic acid). Yield: 95.1%. RXN SMILES: [NH2:1][C:2]1[C:10]([N+:11]([O-])=O)=[CH:9][C:8]([F:14])=[CH:7][C:3]=1[C:4]([OH:6])=[O:5].[H][H]>[Pd].CO>[NH2:1][C:2]1[C:10]([NH2:11])=[CH:9][C:8]([F:14])=[CH:7][C:3]=1[C:4]([OH:6])=[O:5]. Procedure: 2-Amino-5-fluoro-3-nitrobenzoic acid (142; 0.73 g) was dissolved into methanol (10 mL). To this solution was added 5% Pd/C (0.1 g). The resulting reaction mixture was stirred at room temperature under 1 atm of hydrogen for 18 h and then filtered through a pad of Celite. The filtrate was concentrated under reduced pressure to afford 2,3-diamino-5-fluorobenzoic acid 143 as a brown solid (0.59 g, 95%). Reactants: C(C)(C)(C)OC(=O)N1CC(NC2=C(C1)C=C(C=C2)Cl)=O (7-chloro-2-oxo-1,2,3,5-tetrahydro-benzo[1,4]diazepine-4-carboxylic acid tert-butyl ester), COC1=CC=C(C=C1)P1(SP(S1)(C1=CC=C(C=C1)OC)=S)=S (2,4-bis-(4-methoxyphenyl)-1,3,2,4-dithiadiphosphetane-2,4-disulfide). Run in O1CCCC1 (tetrahydrofuran). Product: C(C)(C)(C)OC(=O)N1CC(NC2=C(C1)C=C(C=C2)Cl)=S (7-Chloro-2-thioxo-1,2,3,5-tetrahydro-benzo[e][1,4]diazepine-4-carboxylic acid tert-butyl ester). The yield is 157.1%. RXN SMILES: [C:1]([O:5][C:6]([N:8]1[CH2:14][C:13]2[CH:15]=[C:16]([Cl:19])[CH:17]=[CH:18][C:12]=2[NH:11][C:10](=O)[CH2:9]1)=[O:7])([CH3:4])([CH3:3])[CH3:2].COC1C=CC(P2(=S)SP(=S)(C3C=CC(OC)=CC=3)[S:30]2)=CC=1>O1CCCC1>[C:1]([O:5][C:6]([N:8]1[CH2:14][C:13]2[CH:15]=[C:16]([Cl:19])[CH:17]=[CH:18][C:12]=2[NH:11][C:10](=[S:30])[CH2:9]1)=[O:7])([CH3:4])([CH3:3])[CH3:2]. Procedure: A mixture of 7-chloro-2-oxo-1,2,3,5-tetrahydro-benzo[1,4]diazepine-4-carboxylic acid tert-butyl ester (41.1 g, 0.139 mol) and 2,4-bis-(4-methoxyphenyl)-1,3,2,4-dithiadiphosphetane-2,4-disulfide (31.5 g, 0.0763 mol) in tetrahydrofuran (1100 ml) was heated at reflux for 3 h. The solvent was evaporated and the residue was triturated in tort-butyl methyl ether. The precipitate was removed by filtration and the filtrate was concentrated to dryness. The residue was crystallized from hot ethanol to giv... Reactants: N(=[N+]=[N-])[C@H]1C[C@@H](O[C@@H]1COC(C1=CC=CC=C1)(C1=CC=CC=C1)C1=CC=CC=C1)N1C(=O)NC(=O)C=C1 (3′-Azido-5′-O-trityl-2′,3′-dideoxyuridine). Reagents/catalysts: catalyst. Run in C(C)O (ethanol). Run at time 5 hour. Yields the product N[C@H]1C[C@@H](O[C@@H]1COC(C1=CC=CC=C1)(C1=CC=CC=C1)C1=CC=CC=C1)N1C(=O)NC(=O)C=C1 (3′-Amino-5′-O-trityl-2′,3′-dideoxyuridine). The yield is 69.2%. RXN SMILES: [N:1]([C@@H:4]1[C@@H:8]([CH2:9][O:10][C:11]([C:24]2[CH:29]=[CH:28][CH:27]=[CH:26][CH:25]=2)([C:18]2[CH:23]=[CH:22][CH:21]=[CH:20][CH:19]=2)[C:12]2[CH:17]=[CH:16][CH:15]=[CH:14][CH:13]=2)[O:7][C@@H:6]([N:30]2[CH:37]=[CH:36][C:34](=[O:35])[NH:33][C:31]2=[O:32])[CH2:5]1)=[N+]=[N-]>C(O)C>[NH2:1][C@@H:4]1[C@@H:8]([CH2:9][O:10][C:11]([C:18]2[CH:19]=[CH:20][CH:21]=[CH:22][CH:23]=2)([C:24]2[CH:29]=[CH:28][CH:27]=[CH:26][CH:25]=2)[C:12]2[CH:17]=[CH:16][CH:15]=[CH:14][CH:13]=2)[O:7][C@@H:6]([N:30]2[CH:37]=[CH:36][C:34](=[O:35])[NH:33][C:31]2=[O:32])[CH2:5]1. Procedure details: Lidlar's catalyst (20 mg) was added to compound 30 (0.10 g, 0.20 mmol), and was then suspended in ethanol (5 ml). Air was removed from the flask by flushing with nitrogen several times. The nitrogen was then removed and replaced with hydrogen. The mixture was stirred for 5 hours, and then filtered through Celite. Fresh Lidlar's catalyst (20 mg) was added to the filtrate. The flask was flushed with nitrogen and then hydrogen as previously, and the reaction was left stirring for another 3 hours. T...